Dataset: the Open Reaction Database (ORD), a public repository of structured organic reaction records. Task: describe an organic reaction: reactants, conditions, products, and yield Reactants: COc1cc(C(=O)CBr)ccc1[N+](=O)[O-], ClCCl, CCOC(=O)Nc1ccncc1. The product is [Br-], CCOC(=O)Nc1cc[n+](CC(=O)c2ccc([N+](=O)[O-])c(OC)c2)cc1. As a reaction SMILES: [Br:13][CH2:14][C:15](=[O:16])[c:17]1[cH:18][c:19]([O:26][CH3:27])[c:20]([N+:23](=[O:24])[O-:25])[cH:21][cH:22]1.[Cl:28][CH2:29][Cl:30].[n:1]1[cH:2][cH:3][c:4]([NH:7][C:8]([O:9][CH2:10][CH3:11])=[O:12])[cH:5][cH:6]1>>[Br-:13].[n+:1]1([CH2:14][C:15](=[O:16])[c:17]2[cH:18][c:19]([O:26][CH3:27])[c:20]([N+:23](=[O:24])[O-:25])[cH:21][cH:22]2)[cH:2][cH:3][c:4]([NH:7][C:8]([O:9][CH2:10][CH3:11])=[O:12])[cH:5][cH:6]1. Starting materials: CO, Cl, N#CCC(=O)N1CCOCC1. Yields the product Cl, NCCC(=O)N1CCOCC1. As a reaction SMILES: [CH3:13][OH:14].[ClH:12].[O:1]1[CH2:2][CH2:3][N:4]([C:7]([CH2:8][C:9]#[N:10])=[O:11])[CH2:5][CH2:6]1>>[ClH:12].[O:1]1[CH2:2][CH2:3][N:4]([C:7]([CH2:8][CH2:9][NH2:10])=[O:11])[CH2:5][CH2:6]1. Starting materials: CC1=C(C(=C(C(=C1Cl)O)C/C=C(\C)/CC/C=C(\C)/[C@@H]2CC(=O)C(O2)(C)C)O)C=O (ascofuranone), [H][H] (hydrogen). Reagents/catalysts: [Pd] (Pd/C). Solvent: C(C)O (ethanol). Product: ClC=1C(=C(C=O)C(=C(C1O)CCC(CCCC(C)C1OC(C(C1)=O)(C)C)C)O)C (3-chloro-4,6-dihydroxy-2-methyl-5-[3-methyl-7-(tetrahydro-5,5-dimethyl-4-oxo-2-furanyl)-octyl]benzaldehyde), syrup. Yield: 25.0%. As a reaction SMILES: [CH3:1][C:2]1[C:7]([Cl:8])=[C:6]([OH:9])[C:5]([CH2:10]/[CH:11]=[C:12](/[CH2:14][CH2:15]/[CH:16]=[C:17](/[C@H:19]2[O:24][C:23]([CH3:26])([CH3:25])[C:21](=[O:22])[CH2:20]2)\[CH3:18])\[CH3:13])=[C:4]([OH:27])[C:3]=1[CH:28]=[O:29].[H][H]>[Pd].C(O)C>[Cl:8][C:7]1[C:2]([CH3:1])=[C:3]([C:4]([OH:27])=[C:5]([CH2:10][CH2:11][CH:12]([CH3:13])[CH2:14][CH2:15][CH2:16][CH:17]([CH:19]2[CH2:20][C:21](=[O:22])[C:23]([CH3:25])([CH3:26])[O:24]2)[CH3:18])[C:6]=1[OH:9])[CH:28]=[O:29]. Procedure details: An ethanol (201 ml) solution of ascofuranone (1,058 mg, 2.52 mmlo) was stirred in the presence of 5% Pd/C (435 mg) in a hydrogen atmosphere at 0(C for three hours. After the catalyst was separated by filtration with the use of Celite, the filtrate was concentrated to obtain a crude product (1,178 mg). This product was purified by silica gel column chromatography (hexane:ethyl acetate═5:1) to obtain 3-chloro-4,6-dihydroxy-2-methyl-5-[3-methyl-7-(tetrahydro-5,5-dimethyl-4-oxo-2-furanyl)-octyl]benz... Starting materials: N1(CCSCC1)C(=O)N1CC(CC(C1)C1=CC=C(C=C1)C(F)(F)F)C(=O)O (1-(Thiomorpholin-4-ylcarbonyl)-5-[4-(trifluoromethyl)phenyl]piperidine-3-carboxylic acid), ON=C(N)C1CC1 (N′-hydroxycyclopropanecarboximidamide). Product: C1(CC1)C1=NOC(=N1)C1CN(CC(C1)C1=CC=C(C=C1)C(F)(F)F)C(=O)N1CCSCC1 ({3-(3-Cyclopropyl-1,2,4-oxadiazol-5-yl)-5-[4-(trifluoromethyl)phenyl]piperidin-1-yl}-(thiomorpholin-4-yl)methanone). RXN SMILES: [N:1]1([C:7]([N:9]2[CH2:14][CH:13]([C:15]3[CH:20]=[CH:19][C:18]([C:21]([F:24])([F:23])[F:22])=[CH:17][CH:16]=3)[CH2:12][CH:11]([C:25]([OH:27])=O)[CH2:10]2)=[O:8])[CH2:6][CH2:5][S:4][CH2:3][CH2:2]1.O[N:29]=[C:30]([CH:32]1[CH2:34][CH2:33]1)[NH2:31]>>[CH:32]1([C:30]2[N:31]=[C:25]([CH:11]3[CH2:12][CH:13]([C:15]4[CH:16]=[CH:17][C:18]([C:21]([F:23])([F:22])[F:24])=[CH:19][CH:20]=4)[CH2:14][N:9]([C:7]([N:1]4[CH2:2][CH2:3][S:4][CH2:5][CH2:6]4)=[O:8])[CH2:10]3)[O:27][N:29]=2)[CH2:34][CH2:33]1. Procedure details: According to General Method 6A, 600 mg (1.491 mmol) of the compound from Example 16A and 164 mg (1.640 mmol) of N′-hydroxycyclopropanecarboximidamide were reacted Yield: 352 mg (47% of theory) Reactants: Cl.C(C1=CC=CC=C1)=C1CNCC(C1=O)=CC1=CC=CC=C1 (3,5-Dibenzylidene-4-piperidone, hydrochloride), FC(CNN)(F)F (2,2,2-trifluoroethylhydrazine). Run in CO (methanol). The product is Cl.C1(=CC=CC=C1)C1N(N=C2C1CNCC2=CC2=CC=CC=C2)CC(F)(F)F (3,3a,4,5,6,7-Hexahydro-3-phenyl-7-(phenylmethylene)-2-(2,2,2-trifluoroethyl)-2H-pyrazolo[4,3-c]pyridine, hydrochloride). Yield: 107.0%. Reaction SMILES: [ClH:1].[CH:2](=[C:9]1[C:14](=O)[C:13](=[CH:16][C:17]2[CH:22]=[CH:21][CH:20]=[CH:19][CH:18]=2)[CH2:12][NH:11][CH2:10]1)[C:3]1[CH:8]=[CH:7][CH:6]=[CH:5][CH:4]=1.[F:23][C:24]([F:29])([F:28])[CH2:25][NH:26][NH2:27]>CO>[ClH:1].[C:3]1([CH:2]2[CH:9]3[CH2:10][NH:11][CH2:12][C:13](=[CH:16][C:17]4[CH:22]=[CH:21][CH:20]=[CH:19][CH:18]=4)[C:14]3=[N:27][N:26]2[CH2:25][C:24]([F:29])([F:28])[F:23])[CH:8]=[CH:7][CH:6]=[CH:5][CH:4]=1 |f:0.1,4.5|. Procedure details: 3,5-Dibenzylidene-4-piperidone, hydrochloride (10.0g) is reacted with 5.8 g of 70% aqueous 2,2,2-trifluoroethylhydrazine in 220 ml of methanol at reflux for 4 hours. Evaporation of the methanol on a rotary evaporator leaves 14 g of a foamy residue which crystallizes when triturated with 50 ml of boiling acetonitrile to yield (after cooling for about 16 hours) 10.3 g of material, melting point 206°-209° C (sintering at 195° C). Crystallization from 80 ml of ethanol yields 6.7 g of product, meltin... Starting materials: Cl (hydrochloric acid), ClC1=CC(=CC=2B(OC(C21)CC(=O)OCC)O)O (ethyl 2-(4-chloro-1,6-dihydroxy-1,3-dihydrobenzo[c][1,2]oxaborol-3-yl)acetate), [OH-].[Li+] (lithium hydroxide). Solvent: C1CCOC1 (THF), O (water). Run at time 3 hour. Yields the product ClC1=CC(=CC=2B(OC(C21)CC(=O)O)O)O (2-(4-chloro-1,6-dihydroxy-1,3-dihydrobenzo[c][1,2]oxaborol-3-yl)acetic acid). Yield: 58.5%. RXN SMILES: [Cl:1][C:2]1[C:10]2[CH:9]([CH2:11][C:12]([O:14]CC)=[O:13])[O:8][B:7]([OH:17])[C:6]=2[CH:5]=[C:4]([OH:18])[CH:3]=1.[OH-].[Li+].Cl>C1COCC1.O>[Cl:1][C:2]1[C:10]2[CH:9]([CH2:11][C:12]([OH:14])=[O:13])[O:8][B:7]([OH:17])[C:6]=2[CH:5]=[C:4]([OH:18])[CH:3]=1 |f:1.2|. Procedure: To a solution of ethyl 2-(4-chloro-1,6-dihydroxy-1,3-dihydrobenzo[c][1,2]oxaborol-3-yl)acetate (150 mg, 0.55 mmol) in THF (2 mL) was added an aqueous solution of lithium hydroxide (116 mg, 2.77 mmol) in water (1 mL) at 0° C. The resulting mixture was stirred at ambient temperature for 3 h and acidified with diluted hydrochloric acid at 0° C. to pH=1˜2. The mixture was extracted with EtOAc (2×20 mL) and the combined organic layers were dried over anhydrous Na2SO4 and concentrated in vacuo. The re... Starting materials: COc1c(-c2ccc(C(F)(F)F)cc2CBr)cc(C(C)C)c(F)c1O, C1=COCCC1, ClCCl, Cc1ccc(S(=O)(=O)O)cc1. Product: COc1c(-c2ccc(C(F)(F)F)cc2CBr)cc(C(C)C)c(F)c1OC1CCCCO1. RXN SMILES: [Br:18][CH2:19][c:20]1[c:21](-[c:30]2[c:31]([O:41][CH3:42])[c:32]([OH:40])[c:33]([F:39])[c:34]([CH:36]([CH3:37])[CH3:38])[cH:35]2)[cH:22][cH:23][c:24]([C:26]([F:27])([F:28])[F:29])[cH:25]1.[CH2:1]1[CH2:2][O:3][CH:4]=[CH:5][CH2:6]1.[Cl:43][CH2:44][Cl:45].[c:7]1([CH3:8])[cH:9][cH:10][c:11]([S:12]([OH:13])(=[O:14])=[O:15])[cH:16][cH:17]1>>[CH2:1]1[CH2:2][O:3][CH:4]([O:40][c:32]2[c:31]([O:41][CH3:42])[c:30](-[c:21]3[c:20]([CH2:19][Br:18])[cH:25][c:24]([C:26]([F:27])([F:28])[F:29])[cH:23][cH:22]3)[cH:35][c:34]([CH:36]([CH3:37])[CH3:38])[c:33]2[F:39])[CH2:5][CH2:6]1. The reactants are CC(C)c1nc2c(s1)Nc1ccccc1N=C2N, Fc1cccc(CCC2CNCCN2)c1. Product: CC(C)c1nc2c(s1)Nc1ccccc1N=C2N1CCNC(CCc2cccc(F)c2)C1. Reaction SMILES: [CH:1]([CH3:2])([CH3:3])[c:4]1[n:5][c:6]2[c:12]([s:13]1)[NH:11][c:10]1[c:9]([cH:17][cH:16][cH:15][cH:14]1)[N:8]=[C:7]2[NH2:18].[F:19][c:20]1[cH:21][c:22]([CH2:26][CH2:27][CH:28]2[NH:29][CH2:30][CH2:31][NH:32][CH2:33]2)[cH:23][cH:24][cH:25]1>>[CH:1]([CH3:2])([CH3:3])[c:4]1[n:5][c:6]2[c:12]([s:13]1)[NH:11][c:10]1[c:9]([cH:17][cH:16][cH:15][cH:14]1)[N:8]=[C:7]2[N:18]1[CH2:31][CH2:30][NH:29][CH:28]([CH2:27][CH2:26][c:22]2[cH:21][c:20]([F:19])[cH:25][cH:24][cH:23]2)[CH2:33]1. The reactants are CCO, Cc1nc(Cl)ccc1C#N, NN, O, O. Yields the product Cc1nc(NN)ccc1C#N. As a reaction SMILES: [CH3:15][CH2:16][OH:17].[Cl:1][c:2]1[n:3][c:4]([CH3:10])[c:5]([C:6]#[N:7])[cH:8][cH:9]1.[NH2:12][NH2:13].[OH2:11].[OH2:14]>>[c:2]1([NH:12][NH2:13])[n:3][c:4]([CH3:10])[c:5]([C:6]#[N:7])[cH:8][cH:9]1.